Dataset: the Open Reaction Database (ORD), a public repository of structured organic reaction records. Task: describe an organic reaction: reactants, conditions, products, and yield Reactants: N1=C(NC2=C1C=CC=C2)C2=CC=C(C=O)C=C2 (4-(benzimidazol-2-yl)-benzaldehyde), C(C)(C)(C)OC(=O)N1C(=NC2=C1C=CC=C2)CNC2CCCC=1C=CC=NC21 ((1-tert-butoxycarbonyl-1H-Benzimidazol-2-ylmethyl)-(5,6,7,8-tetrahydro-quinolin-8-yl)-amine), C(C)(=O)O (acetic acid), C(C)(=O)O[BH-](OC(C)=O)OC(C)=O.[Na+] (sodium triacetoxyborohydride). Solvent: C1CCOC1 (THF). Reaction conditions: temperature 60 celsius, time 3 hour. Yields the product N1C(=NC2=C1C=CC=C2)C2=CC=C(CN(C1CCCC=3C=CC=NC13)CC1=NC3=C(N1C(=O)OC(C)(C)C)C=CC=C3)C=C2 ([4-(1H-benzimidazol-2-yl)-benzyl]-(N-tert-butoxycarbonylbenzimidazol-2-ylmethyl)-(5,6,7,8-tetrahydroquinolin-8-yl)-amine). Yield: 32.1%. RXN SMILES: [N:1]1[C:5]2[CH:6]=[CH:7][CH:8]=[CH:9][C:4]=2[NH:3][C:2]=1[C:10]1[CH:17]=[CH:16][C:13]([CH:14]=O)=[CH:12][CH:11]=1.[C:18]([O:22][C:23]([N:25]1[C:29]2[CH:30]=[CH:31][CH:32]=[CH:33][C:28]=2[N:27]=[C:26]1[CH2:34][NH:35][CH:36]1[C:45]2[N:44]=[CH:43][CH:42]=[CH:41][C:40]=2[CH2:39][CH2:38][CH2:37]1)=[O:24])([CH3:21])([CH3:20])[CH3:19].C(O)(=O)C.C(O[BH-](OC(=O)C)OC(=O)C)(=O)C.[Na+]>C1COCC1>[NH:1]1[C:5]2[CH:6]=[CH:7][CH:8]=[CH:9][C:4]=2[N:3]=[C:2]1[C:10]1[CH:17]=[CH:16][C:13]([CH2:14][N:35]([CH2:34][C:26]2[N:25]([C:23]([O:22][C:18]([CH3:20])([CH3:21])[CH3:19])=[O:24])[C:29]3[CH:30]=[CH:31][CH:32]=[CH:33][C:28]=3[N:27]=2)[CH:36]2[C:45]3[N:44]=[CH:43][CH:42]=[CH:41][C:40]=3[CH2:39][CH2:38][CH2:37]2)=[CH:12][CH:11]=1 |f:3.4|. Procedure details: Using General Procedure B: To a solution 4-(benzimidazol-2-yl)-benzaldehyde (39 mg, 0.175 mmol) and (1-tert-butoxycarbonyl-1H-Benzimidazol-2-ylmethyl)-(5,6,7,8-tetrahydro-quinolin-8-yl)-amine (60 mg, 0.16 mmol) in THF (2 mL) was added acetic acid (90 μL) and sodium triacetoxyborohydride (68 mg, 0.32 mmol) and the mixture stirred at 60° C. for 3 h. Purification of the crude product by radial chromatography on silica gel (0.7% MeOH/0.5% NH4OH/CH2Cl2) afforded the desired [4-(1H-benzimidazol-2-yl)-...